Dataset: the Open Reaction Database (ORD), a public repository of structured organic reaction records. Task: describe an organic reaction: reactants, conditions, products, and yield Yields the product CC(=O)OC1CC2(C)C(OS(C)(=O)=O)CCC2C2CCC3=CC(=O)C=CC3(C)C12F. As a reaction SMILES: [C:1]([CH3:2])(=[O:3])[O:4][CH:5]1[C:6]2([F:26])[C:7]3([CH3:25])[CH:8]=[CH:9][C:10](=[O:24])[CH:11]=[C:12]3[CH2:13][CH2:14][CH:15]2[CH:16]2[CH2:17][CH2:18][CH:19]([OH:23])[C:20]2([CH3:21])[CH2:22]1.[CH3:27][S:28]([Cl:29])(=[O:30])=[O:31].[ClH:32].[cH:33]1[cH:34][cH:35][n:36][cH:37][cH:38]1>>[C:1]([CH3:2])(=[O:3])[O:4][CH:5]1[C:6]2([F:26])[C:7]3([CH3:25])[CH:8]=[CH:9][C:10](=[O:24])[CH:11]=[C:12]3[CH2:13][CH2:14][CH:15]2[CH:16]2[CH2:17][CH2:18][CH:19]([O:23][S:28]([CH3:27])(=[O:30])=[O:31])[C:20]2([CH3:21])[CH2:22]1. Starting materials: CC(=O)OC1CC2(C)C(O)CCC2C2CCC3=CC(=O)C=CC3(C)C12F, CS(=O)(=O)Cl, Cl, c1ccncc1.